This data is from the Open Reaction Database (ORD), a public repository of structured organic reaction records. The task is: describe an organic reaction: reactants, conditions, products, and yield Starting materials: C(CCCCC)C1=CC=C(S1)C(=O)O (5-hexylthiophene-2-carboxylic acid), C(CCCCCCCCCC)C=1C=NC(=NC1)C1=CC(=C(C=C1)O)F (4-(5-undecyl-2-pyrimidinyl)-2-fluorophenol), C1(CCCCC1)N=C=NC1CCCCC1 (N,N'-dicyclohexylcarbodiimide). Reagents/catalysts: N1(CCCC1)C1=NC=CC=C1 (pyrrolidinopyridine). Solvent: ClCCl (dichloromethane). Run at time 8 hour. Yields the product C(CCCCC)C1=CC=C(S1)C(=O)OC1=C(C=C(C=C1)C1=NC=C(C=N1)CCCCCCCCCCC)F (4-(5-undecyl-2-pyrimidinyl)-2-fluorophenyl 5-hexylthiophene-2-carboxylate). Yield: 73.1%. Reaction SMILES: [CH2:1]([C:7]1[S:11][C:10]([C:12]([OH:14])=[O:13])=[CH:9][CH:8]=1)[CH2:2][CH2:3][CH2:4][CH2:5][CH3:6].[CH2:15]([C:26]1[CH:27]=[N:28][C:29]([C:32]2[CH:37]=[CH:36][C:35](O)=[C:34]([F:39])[CH:33]=2)=[N:30][CH:31]=1)[CH2:16][CH2:17][CH2:18][CH2:19][CH2:20][CH2:21][CH2:22][CH2:23][CH2:24][CH3:25].C1(N=C=NC2CCCCC2)CCCCC1>ClCCl.N1(C2C=CC=CN=2)CCCC1>[CH2:1]([C:7]1[S:11][C:10]([C:12]([O:14][C:35]2[CH:36]=[CH:37][C:32]([C:29]3[N:30]=[CH:31][C:26]([CH2:15][CH2:16][CH2:17][CH2:18][CH2:19][CH2:20][CH2:21][CH2:22][CH2:23][CH2:24][CH3:25])=[CH:27][N:28]=3)=[CH:33][C:34]=2[F:39])=[O:13])=[CH:9][CH:8]=1)[CH2:2][CH2:3][CH2:4][CH2:5][CH3:6]. Procedure details: 1.0 g (4.72×10-3 mol) of 5-hexylthiophene-2-carboxylic acid, 1.62 g (4.72×10-3 mol) 4-(5-undecyl-2-pyrimidinyl)-2-fluorophenol, N,N'-dicyclohexylcarbodiimide (DCC) and 0.03 g of pyrrolidinopyridine were dissolved in 30 ml of dichloromethane, followed by stirring overnight at room temperature. After the reaction, the insoluble matter was filtered off, followed by distilling-off of the solvent to obtain a crude product. The crude product was purified by silica gel column chromatography (eluent: to... Reactants: C(C)(=O)N[C@H]1[C@@H](C=C(C[C@@H]1NC(=NC(=O)OC(C)(C)C)NC(=O)OC(C)(C)C)P(OCC)(=O)OCC)OC(CC)CC (Diethyl (3R,4R,5S)-4-acetamido-5-[N2,N3-bis(tert-butoxycarbonyl)guanidino]-3-(1-ethylpropoxy)-1-cyclohexene-1-phosphonate), C(C)(=O)[O-].[Na+] (sodium ethanoate). Run in C(C)O (ethanol), C(C)O (ethanol). Reaction conditions: time 18 hour. The product is [NH4+].C(C)(=O)N[C@H]1[C@@H](C=C(C[C@@H]1NC(=N)N)P([O-])(=O)OCC)OC(CC)CC (Ethyl (3R,4R,5S)-4-acetamido-5-guanidinyl-3-(1-ethylpropoxy)-1-cyclohexene-1-phosphonate ammonium salt), Tamiphosphor guanidine monoester. Isolated yield 75.0%. Reaction SMILES: [C:1]([NH:4][C@@H:5]1[C@@H:10]([NH:11][C:12]([NH:21]C(OC(C)(C)C)=O)=[N:13]C(OC(C)(C)C)=O)[CH2:9][C:8]([P:29]([O:34]CC)(=[O:33])[O:30][CH2:31][CH3:32])=[CH:7][C@H:6]1[O:37][CH:38]([CH2:41][CH3:42])[CH2:39][CH3:40])(=[O:3])[CH3:2].C([O-])(=O)C.[Na+]>C(O)C>[NH4+:4].[C:1]([NH:4][C@@H:5]1[C@@H:10]([NH:11][C:12]([NH2:21])=[NH:13])[CH2:9][C:8]([P:29]([O:30][CH2:31][CH3:32])(=[O:33])[O-:34])=[CH:7][C@H:6]1[O:37][CH:38]([CH2:41][CH3:42])[CH2:39][CH3:40])(=[O:3])[CH3:2] |f:1.2,4.5|. Procedure details: To a solution of diethyl ester 12b (2.73 g, 4 mmol) in ethanol (60 mL) was treated with sodium ethanoate in ethanol (6 mmol, 6 mL of 1 M solution) under a nitrogen atmosphere. The mixture was stirred for 18 h at room temperature, and then acidified with Amberlite IR-120 (H+-form). The heterogeneous solution was stirred at 40° C. for 3 h, filtered and concentrated in vacuo. The residual oil was taken up in water (15 mL) and subjected to lyophilization. The residual colorless solids were washed wi...